describe an organic reaction: reactants, conditions, products, and yield From a dataset of the Open Reaction Database (ORD), a public repository of structured organic reaction records. The product is O=c1[nH]c2cc(C=C3c4ccc(F)cc4CCc4cc(F)ccc43)ccc2n1CCN1CCOCC1. RXN SMILES: [Br:28][CH:29]=[C:30]1[c:31]2[c:32]([cH:42][c:43]([F:46])[cH:44][cH:45]2)[CH2:33][CH2:34][c:35]2[c:36]1[cH:37][cH:38][c:39]([F:41])[cH:40]2.[C:47](=[O:48])([O-:49])[O-:50].[Na+:51].[Na+:52].[O:1]1[CH2:2][CH2:3][N:4]([CH2:7][CH2:8][n:9]2[c:10](=[O:27])[nH:11][c:12]3[c:13]2[cH:14][cH:15][c:16]([B:18]2[O:19][C:20]([CH3:21])([CH3:22])[C:23]([CH3:24])([CH3:25])[O:26]2)[cH:17]3)[CH2:5][CH2:6]1.[O:53]1[CH2:54][CH2:55][O:56][CH2:57][CH2:58]1>>[O:1]1[CH2:2][CH2:3][N:4]([CH2:7][CH2:8][n:9]2[c:10](=[O:27])[nH:11][c:12]3[c:13]2[cH:14][cH:15][c:16]([CH:29]=[C:30]2[c:31]4[c:32]([cH:42][c:43]([F:46])[cH:44][cH:45]4)[CH2:33][CH2:34][c:35]4[c:36]2[cH:37][cH:38][c:39]([F:41])[cH:40]4)[cH:17]3)[CH2:5][CH2:6]1. Starting materials: Fc1ccc2c(c1)CCc1cc(F)ccc1C2=CBr, O=C([O-])[O-], [Na+], [Na+], CC1(C)OB(c2ccc3c(c2)[nH]c(=O)n3CCN2CCOCC2)OC1(C)C, C1COCCO1. Reactants: CC(C(C(=O)N)=O)(C)C (3,3-dimethyl-2-oxo-butyramide), C1(=CC=CC=C1)[C@@H](C)N ((R)-1-phenylethylamine). Yields the product CC(C(C(=O)N)=N[C@H](C)C1=CC=CC=C1)(C)C ((R)-3,3-dimethyl-2-(1-phenylethylimino)-butyramide). Yield: 66.7%. Reaction SMILES: [CH3:1][C:2]([CH3:9])([CH3:8])[C:3](=O)[C:4]([NH2:6])=[O:5].[C:10]1([C@H:16]([NH2:18])[CH3:17])[CH:15]=[CH:14][CH:13]=[CH:12][CH:11]=1>>[CH3:1][C:2]([CH3:9])([CH3:8])[C:3](=[N:18][C@@H:16]([C:10]1[CH:15]=[CH:14][CH:13]=[CH:12][CH:11]=1)[CH3:17])[C:4]([NH2:6])=[O:5]. Reported procedure: The procedure described under n) was carried out using 5.0 g of 3,3-dimethyl-2-oxo-butyramide and 10.0 g of (R)-1-phenylethylamine. After a single crystallization from hexane there were isolated 6.0 g (67%) of (R)-3,3-dimethyl-2-(1-phenylethylimino)-butyramide of melting point 100°-101° C. [α]=+61.4 (c=0.8, CHCl3).